From a dataset of the Open Reaction Database (ORD), a public repository of structured organic reaction records. describe an organic reaction: reactants, conditions, products, and yield Starting materials: CC1=C(C=NO1)C(=O)NC1=CC=C(C=C1)C(F)(F)F (5-methyl-4-(4-trifluoromethyl-phenyl)aminocarbonylisoxazole), COC=1C=CC(=CC1)P2(=S)SP(=S)(S2)C=3C=CC(=CC3)OC (Lawesson's reagent). Run in C1(=CC=CC=C1)C (toluene). The product is CC1=C(C=NO1)C(=S)NC1=CC=C(C=C1)C(F)(F)F (5-methyl-4-(4-trifluoromethylphenyl)aminothiocarbonylisoxazole). The yield is 64.9%. RXN SMILES: [CH3:1][C:2]1[O:6][N:5]=[CH:4][C:3]=1[C:7]([NH:9][C:10]1[CH:15]=[CH:14][C:13]([C:16]([F:19])([F:18])[F:17])=[CH:12][CH:11]=1)=O.COC1C=CC(P2(SP(C3C=CC(OC)=CC=3)(=S)S2)=[S:29])=CC=1>C1(C)C=CC=CC=1>[CH3:1][C:2]1[O:6][N:5]=[CH:4][C:3]=1[C:7]([NH:9][C:10]1[CH:15]=[CH:14][C:13]([C:16]([F:19])([F:18])[F:17])=[CH:12][CH:11]=1)=[S:29]. Procedure: A solution of 24 grams of 5-methyl-4-(4-trifluoromethyl-phenyl)aminocarbonylisoxazole and 39 grams of Lawesson's reagent [2,4-bis(4-methoxyphenyl)-1,3-dithia-2,4-diphosphetane-2,4-disulfide] in 400 ml of toluene was refluxed for three hours. Upon cooling of mixture to room temperature, all the solid was filtered off and the filtrate was concentrated. The resulting crude product from the filtrate was then purified on a silica gel column with 3% methanol in dichloromethane to yield 16.5 grams of 5... Reactants: COC1=C(C=C(C=C1)OC)CC(=O)C1=C(C=C(C=C1)OC)F (2-(2,5-Dimethoxy-phenyl)-1-(2-fluoro-4-methoxy-phenyl)-ethanone), Cl (HCl). Yields the product OC1=CC=C(C=C1)C=1OC2=C(C1)C=C(C=C2)O (2-(4-Hydroxy-phenyl)-benzofuran-5-ol). Reaction SMILES: CO[C:3]1[CH:8]=[CH:7][C:6]([O:9]C)=[CH:5][C:4]=1[CH2:11][C:12]([C:14]1[CH:19]=[CH:18][C:17]([O:20]C)=[CH:16][C:15]=1F)=[O:13].Cl>>[OH:20][C:17]1[CH:18]=[CH:19][C:14]([C:12]2[O:13][C:3]3[CH:8]=[CH:7][C:6]([OH:9])=[CH:5][C:4]=3[CH:11]=2)=[CH:15][CH:16]=1. Procedure details: A solution of 3-Fluoro anisole (2 g, 16 mmol) and 2,5-dimethoxyphenacetyl chloride in dichloroethane (50 mL) was treated with AlCl3 (2.3 g, 18 mmol) and stirred at rt until TLC analysis indicated reaction was complete. The reaction was worked up by adding a 2 N HCl aq solution to the reaction (slowly) and washing with saturated NaHCO3 aq, brine and drying over MgSO4. After filtering, the EtOAc was concentrated and chromatographed on silica gel (EtOAc/hexanes 1:4) to yield 1 gram of the acylated ... Starting materials: NC1=NC=CC(=N1)C=O (2-aminopyrimidine-4-carboxaldehyde), COC(C1=NC(=NC=C1)NC)OC (2-methylaminopyrimidine-4-carboxaldehyde dimethyl acetal). The product is CNC1=NC=CC(=N1)C=O (2-methylaminopyrimidine-4-carboxaldehyde). Isolated yield 30.0%. RXN SMILES: NC1N=C(C=O)C=CN=1.C[O:11][CH:12](OC)[C:13]1[CH:18]=[CH:17][N:16]=[C:15]([NH:19][CH3:20])[N:14]=1>>[CH3:20][NH:19][C:15]1[N:14]=[C:13]([CH:12]=[O:11])[CH:18]=[CH:17][N:16]=1. Procedure: 2-Methylaminopyrimidine-4-carboxaldehyde (I-11) was synthesized in a similar manner to 2-aminopyrimidine-4-carboxaldehyde (I-9, procedure I). Reaction of crude 2-methylaminopyrimidine-4-carboxaldehyde dimethyl acetal (I-10) from procedure J provided 1.7 g (30% from dimethylformamide dimethyl acetal) of 2-methylaminopyrimidine-4-carboxaldehyde (I-11) as dark brown foam. Starting materials: C([O-])([O-])=O.[K+].[K+] (potassium carbonate), BrCC1=C(SC=2N(C=C(C(C21)=O)C(C(C)C)=O)CC2=C(C=CC=C2F)F)C2=CC=C(C=C2)[N+](=O)[O-] (3-bromomethyl-7-(2,6-difluorobenzyl)-4,7-dihydro-5-isobutyryl-2-(4-nitrophenyl)-4-oxothieno[2,3-b]pyridine), C(C)N(C(C)C)C(C)C (N-ethyldiisopropylamine), CNCC1=CC=CC=C1 (N-methylbenzylamine). Solvent: O (water), C(C)(C)OC(C)C (diisopropylether), CN(C=O)C (N,N-dimethylformamide). Run at temperature 35 celsius, time 5 hour. The product is C(C1=CC=CC=C1)N(C)CC1=C(SC=2N(C=C(C(C21)=O)C(C(C)C)=O)CC2=C(C=CC=C2F)F)C2=CC=C(C=C2)[N+](=O)[O-] (3-(N-Benzyl-N-methylaminomethyl)-7-(2,6-difluorobenzyl)-4,7-dihydro-5-isobutyryl-2-(4-nitrophenyl)-4-oxothieno[2,3-b]pyridine). Yield: 97.9%. Reaction SMILES: Br[CH2:2][C:3]1[C:11]2[C:10](=[O:12])[C:9]([C:13](=[O:17])[CH:14]([CH3:16])[CH3:15])=[CH:8][N:7]([CH2:18][C:19]3[C:24]([F:25])=[CH:23][CH:22]=[CH:21][C:20]=3[F:26])[C:6]=2[S:5][C:4]=1[C:27]1[CH:32]=[CH:31][C:30]([N+:33]([O-:35])=[O:34])=[CH:29][CH:28]=1.C(N(C(C)C)C(C)C)C.[CH3:45][NH:46][CH2:47][C:48]1[CH:53]=[CH:52][CH:51]=[CH:50][CH:49]=1.C(=O)([O-])[O-].[K+].[K+]>O.C(OC(C)C)(C)C.CN(C)C=O>[CH2:47]([N:46]([CH2:2][C:3]1[C:11]2[C:10](=[O:12])[C:9]([C:13](=[O:17])[CH:14]([CH3:16])[CH3:15])=[CH:8][N:7]([CH2:18][C:19]3[C:24]([F:25])=[CH:23][CH:22]=[CH:21][C:20]=3[F:26])[C:6]=2[S:5][C:4]=1[C:27]1[CH:32]=[CH:31][C:30]([N+:33]([O-:35])=[O:34])=[CH:29][CH:28]=1)[CH3:45])[C:48]1[CH:53]=[CH:52][CH:51]=[CH:50][CH:49]=1 |f:3.4.5|. Reported procedure: 3-bromomethyl-7-(2,6-difluorobenzyl)-4,7-dihydro-5-isobutyryl-2-(4-nitrophenyl)-4-oxothieno[2,3-b]pyridine (32 g), N,N-dimethylformamide (64 ml) and N-ethyldiisopropylamine (8.84 g) were mixed and treated dropwise with N-methylbenzylamine (8.29 g) with cooling on ice, and the reaction mixture was stirred at 30 to 40° C. for 5 hours. The reaction mixture was poured into a mixture of a solution of potassium carbonate (9.5 g) in water (320 ml) and diisopropylether (320 ml) and the reaction mixture ... The reactants are Cn1c(C(F)(F)F)cc(=O)n(-c2c(F)cc(Cl)c3cc(C(Br)(Br)Br)oc23)c1=O, O, O=S(=O)(O)O. Yields the product Cn1c(C(F)(F)F)cc(=O)n(-c2c(F)cc(Cl)c3cc(C(=O)O)oc23)c1=O. RXN SMILES: [Cl:6][c:7]1[cH:8][c:9]([F:33])[c:10](-[n:20]2[c:21](=[O:32])[n:22]([CH3:31])[c:23]([C:27]([F:28])([F:29])[F:30])[cH:24][c:25]2=[O:26])[c:11]2[c:12]1[cH:13][c:14]([C:16]([Br:17])([Br:18])[Br:19])[o:15]2.[OH2:34].[S:1]([OH:2])(=[O:3])(=[O:4])[OH:5]>>[OH:2][C:16]([c:14]1[cH:13][c:12]2[c:7]([Cl:6])[cH:8][c:9]([F:33])[c:10](-[n:20]3[c:21](=[O:32])[n:22]([CH3:31])[c:23]([C:27]([F:28])([F:29])[F:30])[cH:24][c:25]3=[O:26])[c:11]2[o:15]1)=[O:34]. Reactants: C(#C)C=1C=C(C=CC1)NC(OC(C)(C)C)=O (tert-butyl (3-ethynylphenyl)carbamate), IC1=C(C(=O)OC)C=CC(=C1)[N+](=O)[O-] (methyl 2-iodo-4-nitrobenzoate). Product: C(C)(C)(C)OC(=O)NC=1C=C(C=CC1)C#CC1=C(C(=O)OC)C=CC(=C1)[N+](=O)[O-] (Methyl 2-({3-[(tert-butoxycarbonyl)amino]phenyl}ethynyl)-4-nitrobenzoate). Yield: 87.0%. RXN SMILES: [C:1]([C:3]1[CH:4]=[C:5]([NH:9][C:10](=[O:16])[O:11][C:12]([CH3:15])([CH3:14])[CH3:13])[CH:6]=[CH:7][CH:8]=1)#[CH:2].I[C:18]1[CH:27]=[C:26]([N+:28]([O-:30])=[O:29])[CH:25]=[CH:24][C:19]=1[C:20]([O:22][CH3:23])=[O:21]>>[C:12]([O:11][C:10]([NH:9][C:5]1[CH:4]=[C:3]([C:1]#[C:2][C:18]2[CH:27]=[C:26]([N+:28]([O-:30])=[O:29])[CH:25]=[CH:24][C:19]=2[C:20]([O:22][CH3:23])=[O:21])[CH:8]=[CH:7][CH:6]=1)=[O:16])([CH3:13])([CH3:15])[CH3:14]. Procedure: This compound was prepared according to the procedure of Example B19 step C, using tert-butyl (3-ethynylphenyl)carbamate and methyl 2-iodo-4-nitrobenzoate as the starting materials in 87% yield. LCMS calculated for C21H21N2O6(M+H)+: m/z=397.1.